From a dataset of the Open Reaction Database (ORD), a public repository of structured organic reaction records. describe an organic reaction: reactants, conditions, products, and yield Reactants: NC1=C(C=2C=CC=NC2C=C1)C(=O)N (6-amino-quinoline-5-carboxylic acid amide), S(O)(O)(=O)=O (sulphuric acid), C(=O)(O)[O-].[Na+] (NaHCO3), [OH-].[Na+] (NaOH). The solvent is CO (methanol), O (water). Run at temperature 140 celsius, time 13 minute. The product is COC(=O)C=1C=2C=CC=NC2C=CC1N (6-amino-quinoline-5-carboxylic acid methyl ester). Isolated yield 26.0%. As a reaction SMILES: [NH2:1][C:2]1[CH:11]=[CH:10][C:9]2[N:8]=[CH:7][CH:6]=[CH:5][C:4]=2[C:3]=1[C:12](N)=[O:13].S(=O)(=O)(O)O.[OH-].[Na+].[C:22]([O-])(O)=[O:23].[Na+]>CO.O>[CH3:22][O:23][C:12]([C:3]1[C:4]2[CH:5]=[CH:6][CH:7]=[N:8][C:9]=2[CH:10]=[CH:11][C:2]=1[NH2:1])=[O:13] |f:2.3,4.5|. Procedure details: To a solution of 2 g (10.68 mmol) of the above 6-amino-quinoline-5-carboxylic acid amide in 10.76 mL of absolute methanol is added 2.34 mL (42.73 mmol) of concentrated sulphuric acid. The reaction is stirred in a microwave during 13 minutes at 140° C. The reaction is repeated 6 times with flask opening after each run because of gas formation. The mixture is then cooled at 0° C. and water is added. The pH of the mixture is increased slowly to 6 with addition of an aqueous 6N NaOH solution. The pH... Reaction conditions: time 45 minute. The solvent is C1(=CC=CC=C1)C (toluene), C1(=CC=CC=C1)C (toluene). As a reaction SMILES: [C:1]([C:5]1[CH:10]=[C:9]([Cl:11])[CH:8]=[C:7]([Cl:12])[N:6]=1)(OC)=[O:2].CC(C[AlH]CC(C)C)C>C1(C)C=CC=CC=1>[CH:1]([C:5]1[CH:10]=[C:9]([Cl:11])[CH:8]=[C:7]([Cl:12])[N:6]=1)=[O:2]. Product: C(=O)C1=NC(=CC(=C1)Cl)Cl (2-Formyl-4,6-dichloropyridine). The reactants are C(=O)(OC)C1=NC(=CC(=C1)Cl)Cl (2-carbomethoxy-4,6-dichloropyridine), CC(C)C[AlH]CC(C)C (DIBAL). Procedure details: To a solution of 2-carbomethoxy-4,6-dichloropyridine (206 mg, 1 mmol) in 4 mL of dry toluene at -78° in a 25 mL round bottomed flask fitted with a stirrer bar and rubber septum, prepared by the procedure of D. G. Markees (vide supra) was slowly added 1.33 mL of 1.5M DIBAL (2 equivalents) in toluene. The mixture was stirred at -78° for 45 minutes, then at -50° for 30 minutes. The mixture was quenched with saturated ammonium chloride. After the effervescence ceased, the mixture was poured into 10 ...